This data is from the Open Reaction Database (ORD), a public repository of structured organic reaction records. The task is: describe an organic reaction: reactants, conditions, products, and yield Isolated yield 92.7%. Reaction conditions: time 20 hour. RXN SMILES: [C:1]([C:3]1[CH:4]=[C:5]([C:9]2[N:18]=[CH:17][CH:16]=[CH:15][C:10]=2[C:11]([O:13]C)=[O:12])[CH:6]=[CH:7][CH:8]=1)#[N:2].O.[OH-].[Li+]>CO.O>[C:1]([C:3]1[CH:4]=[C:5]([C:9]2[N:18]=[CH:17][CH:16]=[CH:15][C:10]=2[C:11]([OH:13])=[O:12])[CH:6]=[CH:7][CH:8]=1)#[N:2] |f:1.2.3|. Yields the product C(#N)C=1C=C(C=CC1)C1=C(C(=O)O)C=CC=N1 (2-(3′-cyanophenyl)nicotinic acid). The solvent is CO (MeOH), O (water). Procedure details: Methyl 2-(3′-cyanophenyl)nicotinate (1.21 g, 5.1 mmol) was partially dissolved in MeOH (40 mL), and lithium hydroxide monohydrate (234 mg dissolved in 6 mL H2O, 5.6 mmol) was added. After 20 hours, the resulting solution was diluted with water and extracted with CHCl3. The aqueous was acidified to pH 4 with 1 M HCl and extracted several times with CHCl3. Solid sodium chloride was added to the aqueous solution and the solution was extracted with 5-10% MeOH/CHCl3. The organic extracts were combine... Starting materials: C(#N)C=1C=C(C=CC1)C1=C(C(=O)OC)C=CC=N1 (Methyl 2-(3′-cyanophenyl)nicotinate), O.[OH-].[Li+] (lithium hydroxide monohydrate). Starting materials: C(C)(=O)N1C(C(C2=CC=C(C=C12)C(=O)OC)=C(C1=CC=CC=C1)OCC)=O (1-acetyl-3-(1-ethoxy-1-phenylmethylene)-6-methoxycarbonyl-2-indolinone), N1(N=CN=C1)CC1=CC=C(N)C=C1 (4-(1,2,4-triazol-1-yl-methyl)-aniline). The product is N=1N(C=NC1)CC1=CC=C(N\C(\C2=CC=CC=C2)=C\2/C(NC3=CC(=CC=C23)C(=O)OC)=O)C=C1 (3-Z-[1-(4-(1,2,4-triazol-2-yl-methyl)-anilino)-1-phenyl-methylene]-6-methoxycarbonyl-2-indolinone). Reaction SMILES: C([N:4]1[C:12]2[C:7](=[CH:8][CH:9]=[C:10]([C:13]([O:15][CH3:16])=[O:14])[CH:11]=2)[C:6](=[C:17](OCC)[C:18]2[CH:23]=[CH:22][CH:21]=[CH:20][CH:19]=2)[C:5]1=[O:27])(=O)C.[N:28]1([CH2:33][C:34]2[CH:40]=[CH:39][C:37]([NH2:38])=[CH:36][CH:35]=2)[CH:32]=[N:31][CH:30]=[N:29]1>>[N:29]1[N:28]([CH2:33][C:34]2[CH:40]=[CH:39][C:37]([NH:38]/[C:17](=[C:6]3\[C:5](=[O:27])[NH:4][C:12]4[C:7]\3=[CH:8][CH:9]=[C:10]([C:13]([O:15][CH3:16])=[O:14])[CH:11]=4)/[C:18]3[CH:19]=[CH:20][CH:21]=[CH:22][CH:23]=3)=[CH:36][CH:35]=2)[CH:32]=[N:31][CH:30]=1. Procedure details: Prepared from 1-acetyl-3-(1-ethoxy-1-phenylmethylene)-6-methoxycarbonyl-2-indolinone and 4-(1,2,4-triazol-1-yl-methyl)-aniline Rf value: 0.5 (silica gel, methylene chloride/methanol=10:1) C26H21N5O3 Reactants: CN1CCOCC1 (4-methylmorpholine), COC1=C(C(=O)Cl)C(=CC=C1)OC (2,6-dimethoxy-benzoyl chloride), ClC=1C=C(C=CC1Cl)C1(CNCC1)CCO (3-(3,4-Dichloro-phenyl)-3-(2-hydroxy-ethyl)-pyrrolidine). Run in ClCCl (dichloromethane), ClCCl (dichloromethane). Run at temperature 0 celsius, time 1.5 hour. Product: ClC=1C=C(C=CC1Cl)C1(CN(CC1)C(C1=C(C=CC=C1OC)OC)=O)CCO (3-(3,4-dichloro-phenyl)-1-(2,6-dimethoxy-benzoyl)-3-(2-hydroxy-ethyl)-pyrrolidine). Isolated yield 74.5%. As a reaction SMILES: [Cl:1][C:2]1[CH:3]=[C:4]([C:9]2([CH2:14][CH2:15][OH:16])[CH2:13][CH2:12][NH:11][CH2:10]2)[CH:5]=[CH:6][C:7]=1[Cl:8].CN1CCOCC1.[CH3:24][O:25][C:26]1[CH:34]=[CH:33][CH:32]=[C:31]([O:35][CH3:36])[C:27]=1[C:28](Cl)=[O:29]>ClCCl>[Cl:1][C:2]1[CH:3]=[C:4]([C:9]2([CH2:14][CH2:15][OH:16])[CH2:13][CH2:12][N:11]([C:28](=[O:29])[C:27]3[C:31]([O:35][CH3:36])=[CH:32][CH:33]=[CH:34][C:26]=3[O:25][CH3:24])[CH2:10]2)[CH:5]=[CH:6][C:7]=1[Cl:8]. Procedure: 3-(3,4-Dichloro-phenyl)-3-(2-hydroxy-ethyl)-pyrrolidine (2 g, 7.695 mmol) was dissolved in dichloromethane at -78° C. and treated with 4-methylmorpholine (1.8 mL, 16.4 mmol, 2.1 eq.) and 2,6-dimethoxy-benzoyl chloride (1.55 g, 7.73 mmol) in dichloromethane (20 mL). The solution was allowed to warm to 0° C. and stirred for 1.5 hours. The solution was washed with 1N HCl and 5% sodium bicarbonate and the organic phase was dried over magnesium sulfate, filtered, and concentrated in vacuo. The residu... Starting materials: COC(C(C(C1=CC(=CC=C1)F)Cl)=O)=O (3-chloro-3-(3-fluoro-phenyl)-2-oxo-propionic acid methyl ester), C(C)(=S)N (thioacetamide). Product: COC(=O)C=1N=C(SC1C1=CC(=CC=C1)F)C (5-(3-Fluoro-phenyl)-2-methyl-thiazole-4-carboxylic acid methyl ester). As a reaction SMILES: [CH3:1][O:2][C:3](=[O:15])[C:4](=O)[CH:5](Cl)[C:6]1[CH:11]=[CH:10][CH:9]=[C:8]([F:12])[CH:7]=1.[C:16]([NH2:19])(=[S:18])[CH3:17]>>[CH3:1][O:2][C:3]([C:4]1[N:19]=[C:16]([CH3:17])[S:18][C:5]=1[C:6]1[CH:11]=[CH:10][CH:9]=[C:8]([F:12])[CH:7]=1)=[O:15]. Procedure: prepared by reaction of 3-chloro-3-(3-fluoro-phenyl)-2-oxo-propionic acid methyl ester with thioacetamide. LC-MS: tR=0.91 min; [M+H]+=252.1. Reaction SMILES: [OH:1][C:2]1[CH:7]=[CH:6][C:5]([CH2:8][C:9]([O:11][CH3:12])=[O:10])=[CH:4][CH:3]=1.C(=O)([O-])[O-].[K+].[K+].[F:19][C:20]1[CH:27]=[CH:26][C:23]([CH2:24]Cl)=[CH:22][CH:21]=1.O>CC(C)=O>[F:19][C:20]1[CH:27]=[CH:26][C:23]([CH2:24][O:1][C:2]2[CH:3]=[CH:4][C:5]([CH2:8][C:9]([O:11][CH3:12])=[O:10])=[CH:6][CH:7]=2)=[CH:22][CH:21]=1 |f:1.2.3|. Procedure details: Methyl 4-hydroxyphenylacetate (6.00 g, 36.11 mmol) was dissolved in acetone (72 ml), and potassium carbonate (7.49 g, 54.16 mmol) and 4-fluorobenzyl chloride (6.47 ml, 54.16 mmol) were added thereto. After being refluxed for 24 hours, the mixture, with water added thereto, was extracted with ethyl acetate. The organic layer was washed with saturated brine and dried over MgSO4, and then the solvent was evaporated out. The obtained residue was purified by silica gel column chromatography (5% ethyl... Starting materials: O (water), C([O-])([O-])=O.[K+].[K+] (potassium carbonate), FC1=CC=C(CCl)C=C1 (4-fluorobenzyl chloride), OC1=CC=C(C=C1)CC(=O)OC (Methyl 4-hydroxyphenylacetate). Run in CC(=O)C (acetone). Isolated yield 92.7%. Yields the product FC1=CC=C(COC2=CC=C(C=C2)CC(=O)OC)C=C1 (methyl 2-{4-[(4-fluorobenzyl)oxy]phenyl}acetate). Solvent: CN(C=O)C (dimethyl formamide). Reaction SMILES: [Na].[CH:2]([N:15]1[C:19]([C:20]([OH:22])=[O:21])=[CH:18][N:17]=[CH:16]1)([C:9]1[CH:14]=[CH:13][CH:12]=[CH:11][CH:10]=1)[C:3]1[CH:8]=[CH:7][CH:6]=[CH:5][CH:4]=1.Cl[CH2:24][P:25](=[O:28])([CH3:27])[CH3:26]>CN(C)C=O>[CH:2]([N:15]1[C:19]([C:20]([O:22][CH2:24][P:25]([CH3:27])([CH3:26])=[O:28])=[O:21])=[CH:18][N:17]=[CH:16]1)([C:3]1[CH:4]=[CH:5][CH:6]=[CH:7][CH:8]=1)[C:9]1[CH:14]=[CH:13][CH:12]=[CH:11][CH:10]=1 |^1:0|. The reactants are [Na] (sodium), C(C1=CC=CC=C1)(C1=CC=CC=C1)N1C=NC=C1C(=O)O (1-benzhydryl-5-imidazole-carboxylic acid), ClCP(C)(C)=O (chloromethyl dimethyl phosphine oxide). Yields the product C(C1=CC=CC=C1)(C1=CC=CC=C1)N1C=NC=C1C(=O)OCP(=O)(C)C (1-benzhydryl-5-(dimethylphosphinylmethoxycarbonyl)-imidazole). Procedure: 3.0 g (0.01 mol) of the sodium salt of 1-benzhydryl-5-imidazole-carboxylic acid (Example 11) and 1.8 g of chloromethyl dimethyl phosphine oxide were heated with 40 cc of dimethyl formamide to 120° C. under a nitrogen atmosphere until the reaction was completed. The solvent was removed under reduced presure and insoluble sodium chloride was separated by taking up the residue in acetone. Crystallization yielded colorless crystals melting at 174° C., Yield 3.2 g (88% of the theory). Reactants: O=C1NCCN1Cc1ccc(Cl)cc1, [H-], [Na+], CN(C)C=O, O, Cc1ccc(S(=O)(=O)OCC2(C)CO2)cc1. Product: CC1(CN2CCN(Cc3ccc(Cl)cc3)C2=O)CO1. As a reaction SMILES: [Cl:19][c:20]1[cH:21][cH:22][c:23]([CH2:24][N:25]2[C:26](=[O:30])[NH:27][CH2:28][CH2:29]2)[cH:31][cH:32]1.[H-:1].[Na+:2].[O:34]=[CH:35][N:36]([CH3:37])[CH3:38].[OH2:33].[c:3]1([CH3:4])[cH:5][cH:6][c:7]([S:8]([O:9][CH2:13][C:14]2([CH3:17])[O:15][CH2:16]2)(=[O:10])=[O:11])[cH:12][cH:18]1>>[CH2:13]([C:14]1([CH3:17])[O:15][CH2:16]1)[N:27]1[C:26](=[O:30])[N:25]([CH2:24][c:23]2[cH:22][cH:21][c:20]([Cl:19])[cH:32][cH:31]2)[CH2:29][CH2:28]1. The reactants are ClC1=CC=C(C=C1)N1N=C2C(=CNC=3C=CC=CC23)C1=O (2-(p-chlorophenyl)-pyrazolo-[4,3-c]quinolin-3(5H)-one), [H-].[Na+] (sodium hydride), CN(CCCCl)C (3-dimethylaminopropyl chloride). Run in COCCOC (1,2-dimethoxyethane), COCCOC (1,2-dimethoxyethane). Product: CN(CCCN1C=C2C(C=3C=CC=CC13)=NN(C2=O)C2=CC=C(C=C2)Cl)C (5-(3-dimethylaminopropyl)-2-(p-chlorophenyl)-pyrazolo-[4-3-c]quinolin-3-one). Reaction SMILES: [Cl:1][C:2]1[CH:7]=[CH:6][C:5]([N:8]2[C:20](=[O:21])[C:11]3=[CH:12][NH:13][C:14]4[CH:15]=[CH:16][CH:17]=[CH:18][C:19]=4[C:10]3=[N:9]2)=[CH:4][CH:3]=1.[H-].[Na+].[CH3:24][N:25]([CH3:30])[CH2:26][CH2:27][CH2:28]Cl>COCCOC>[CH3:24][N:25]([CH3:30])[CH2:26][CH2:27][CH2:28][N:13]1[C:14]2[CH:15]=[CH:16][CH:17]=[CH:18][C:19]=2[C:10]2=[N:9][N:8]([C:5]3[CH:6]=[CH:7][C:2]([Cl:1])=[CH:3][CH:4]=3)[C:20](=[O:21])[C:11]2=[CH:12]1 |f:1.2|. Procedure details: The mixture of 10.0 g of 2-(p-chlorophenyl)-pyrazolo-[4,3-c]quinolin-3(5H)-one, 1.8 g of 50% sodium hydride in mineral oil and 250 ml of 1,2-dimethoxyethane is stirred at 100° until dissolution. It is cooled to room temperature and 15.0 g of 3-dimethylaminopropyl chloride in 10 ml of 1,2-dimethoxyethane are added. The mixture is stirred at 150° overnight, cooled, the supernatant solution decanted off and the residue treated with said solvent, to yield the 5-(3-dimethylaminopropyl)-2-(p-chlorophe...